Dataset: the Open Reaction Database (ORD), a public repository of structured organic reaction records. Task: describe an organic reaction: reactants, conditions, products, and yield Procedure details: To a stirred solution of the product from step (a) (0.13 g, 0.56 mmol) dissolved in DCM (5 ml) at 0° C. was added DIEA (0.12 ml, 0.67 mmol) and benzyl chloroformate (0.095 ml, 0.67 mmol). The reaction mixture was allowed to stir at RT for 1 hour. The reaction mixture was diluted with 1N HCl and extracted with DCM (3×). The combined DCM extracts were washed with brine, dried (Na2SO4), and solvent evaporated in vacuo to give the crude product which was purified by flash silica-gel chromatography (... The product is C(C1=CC=CC=C1)OC(=O)N1CCC=2C(=CC=C3CC(C(C23)=O)(F)F)CC1 (2,2-Difluoro-1-oxo-1,3,6,7,9,10-hexahydro-2H-8-aza-cyclohepta indene-8-carboxylic acid benzyl ester). As a reaction SMILES: [F:1][C:2]1([F:17])[C:10](=[O:11])[C:9]2[C:8]3[CH2:12][CH2:13][NH:14][CH2:15][CH2:16][C:7]=3[CH:6]=[CH:5][C:4]=2[CH2:3]1.CCN(C(C)C)C(C)C.Cl[C:28]([O:30][CH2:31][C:32]1[CH:37]=[CH:36][CH:35]=[CH:34][CH:33]=1)=[O:29]>C(Cl)Cl.Cl>[CH2:31]([O:30][C:28]([N:14]1[CH2:15][CH2:16][C:7]2=[CH:6][CH:5]=[C:4]3[C:9]([C:10](=[O:11])[C:2]([F:1])([F:17])[CH2:3]3)=[C:8]2[CH2:12][CH2:13]1)=[O:29])[C:32]1[CH:37]=[CH:36][CH:35]=[CH:34][CH:33]=1. Isolated yield 86.6%. Reaction conditions: time 1 hour. Solvent: Cl (HCl), C(Cl)Cl (DCM). Reactants: CCN(C(C)C)C(C)C (DIEA), ClC(=O)OCC1=CC=CC=C1 (benzyl chloroformate), FC1(CC=2C=CC3=C(C2C1=O)CCNCC3)F (2,2-Difluoro-3,6,7,8,9,10-hexahydro-2H-8-aza-cyclohepta[e]inden-1-one). Run in C1=CC=CC=C1 (benzene). Reaction SMILES: [C:1]1(=[O:7])[CH2:6][CH2:5][CH2:4][CH2:3][CH2:2]1.[F:8][C:9]1[CH:22]=[CH:21][CH:20]=[CH:19][C:10]=1[CH2:11][O:12][C:13]([CH3:18])([CH2:16]O)[CH2:14][OH:15]>C1C=CC=CC=1>[F:8][C:9]1[CH:22]=[CH:21][CH:20]=[CH:19][C:10]=1[CH2:11][O:12][C:13]1([CH3:18])[CH2:14][O:15][C:1]2([CH2:6][CH2:5][CH2:4][CH2:3][CH2:2]2)[O:7][CH2:16]1. Reactants: C1(CCCCC1)=O (cyclohexanone), FC1=C(COC(CO)(CO)C)C=CC=C1 (2-(2-fluorobenzyloxy)-2-methyl-1,3-propanediol). Yields the product FC1=C(COC2(COC3(OC2)CCCCC3)C)C=CC=C1 (3-(2-fluorobenzyloxy)-3-methyl-1,5-dioxaspiro[5.5]undecane). Reported procedure: Using the procedure of Example 51, cyclohexanone and 2-(2-fluorobenzyloxy)-2-methyl-1,3-propanediol were reacted, using benzene as solvent, to give 3-(2-fluorobenzyloxy)-3-methyl-1,5-dioxaspiro[5.5]undecane, b.p. 170°-174°/0.03 mm, nD25 1.5081. The ir and nmr spectra were consistent with the assigned structure. Starting materials: C(C)(C)(C)[Si](OCCOC=1C=C(C=NC)C=CC1)(C)C ({3-[2-(tert-Butyl-dimethyl-silanyloxy)-ethoxy]-benzylidene}-methyl-amine), [BH4-].[Na+] (NaBH4). Run in CCO (EtOH). Run at temperature 0 celsius, time 4 hour. The product is C(C)(C)(C)[Si](OCCOC=1C=C(CNC)C=CC1)(C)C ({3-[2-(tert-Butyl-dimethyl-silanyloxy)-ethoxy]-benzyl}-methyl-amine). As a reaction SMILES: [C:1]([Si:5]([CH3:20])([CH3:19])[O:6][CH2:7][CH2:8][O:9][C:10]1[CH:11]=[C:12]([CH:16]=[CH:17][CH:18]=1)[CH:13]=[N:14][CH3:15])([CH3:4])([CH3:3])[CH3:2].[BH4-].[Na+]>CCO>[C:1]([Si:5]([CH3:19])([CH3:20])[O:6][CH2:7][CH2:8][O:9][C:10]1[CH:11]=[C:12]([CH:16]=[CH:17][CH:18]=1)[CH2:13][NH:14][CH3:15])([CH3:4])([CH3:3])[CH3:2] |f:1.2|. Procedure: {3-[2-(tert-Butyl-dimethyl-silanyloxy)-ethoxy]-benzylidene}-methyl-amine (1.174 g, 4.00 mmol) was dissolved in EtOH and cooled to 0° C. NaBH4 (189 mg, 5.00 mmol) was added and the mixture was allowed to stir for 4 h. The reaction was carefully quenched with water. The EtOH was removed in vacuo. The aqueous residue was extracted with CH2Cl2. The organic extracts were dried over Na2SO4 and concentrated in vacuo to give 1.185 g (quant) of a white powder. The reactants are C(CCC)C=1OC2=C(C1C1=CC=C(C=C1)C1=CC=C(C=C1)O)C=CC=C2 (4′-(2-butyl-benzofuran-3-yl)-biphenyl-4-ol), COC(C(O)CC1=CC=CC=C1)=O (3-phenyllactic acid methyl ester). The product is C(CCC)C=1OC2=C(C1C1=CC=C(C=C1)C1=CC=C(C=C1)OC(C(=O)O)CC1=CC=CC=C1)C=CC=C2 (2-[4′-(2-Butyl-benzofuran-3yl)-biphenyl-4-yloxy]-3-phenyl-propionic acid). Reaction SMILES: [CH2:1]([C:5]1[O:6][C:7]2[CH:26]=[CH:25][CH:24]=[CH:23][C:8]=2[C:9]=1[C:10]1[CH:15]=[CH:14][C:13]([C:16]2[CH:21]=[CH:20][C:19]([OH:22])=[CH:18][CH:17]=2)=[CH:12][CH:11]=1)[CH2:2][CH2:3][CH3:4].C[O:28][C:29](=[O:39])[CH:30]([CH2:32][C:33]1[CH:38]=[CH:37][CH:36]=[CH:35][CH:34]=1)O>>[CH2:1]([C:5]1[O:6][C:7]2[CH:26]=[CH:25][CH:24]=[CH:23][C:8]=2[C:9]=1[C:10]1[CH:11]=[CH:12][C:13]([C:16]2[CH:21]=[CH:20][C:19]([O:22][CH:30]([CH2:32][C:33]3[CH:38]=[CH:37][CH:36]=[CH:35][CH:34]=3)[C:29]([OH:39])=[O:28])=[CH:18][CH:17]=2)=[CH:14][CH:15]=1)[CH2:2][CH2:3][CH3:4]. Procedure details: The title compound was prepared from 4′-(2-butyl-benzofuran-3-yl)-biphenyl-4-ol, and 3-phenyllactic acid methyl ester, in substantially the same manner, as described in Example 1, steps g-h, and was obtained as a white solid, mp 169-170° C.; MS m/e 491 (M+H)+; RXN SMILES: [Br:1][N:2]1[C:3](=[O:4])[CH2:5][CH2:6][C:7]1=[O:8].[C:21](=[O:22])([O-:23])[O-:24].[K+:25].[K+:26].[S:27](=[O:28])(=[O:29])([OH:30])[OH:31].[c:9]1([CH:15]2[CH2:16][NH:17][CH2:18][CH2:19][CH2:20]2)[cH:10][cH:11][cH:12][cH:13][cH:14]1>>[Br:1][c:12]1[cH:11][cH:10][c:9]([CH:15]2[CH2:16][NH:17][CH2:18][CH2:19][CH2:20]2)[cH:14][cH:13]1. Yields the product Brc1ccc(C2CCCNC2)cc1. Starting materials: O=C1CCC(=O)N1Br, O=C([O-])[O-], [K+], [K+], O=S(=O)(O)O, c1ccc(C2CCCNC2)cc1.